describe an organic reaction: reactants, conditions, products, and yield From a dataset of the Open Reaction Database (ORD), a public repository of structured organic reaction records. Starting materials: C(C)N1C(=O)C=C(C=2CCCCC12)O (1-ethyl-4-hydroxy-5,6,7,8-tetrahydrocarbostyril), [N+](=O)(O)[O-] (nitric acid). Solvent: C(C)(=O)O (acetic acid). Run at temperature 100 celsius. Product: C(C)N1C(=O)C(=C(C=2CCCCC12)O)[N+](=O)[O-] (1-Ethyl-4-hydroxy-3-nitro-5,6,7,8-tetrahydrocarbostyril). Reaction SMILES: [CH2:1]([N:3]1[C:13]2[CH2:12][CH2:11][CH2:10][CH2:9][C:8]=2[C:7]([OH:14])=[CH:6][C:4]1=[O:5])[CH3:2].[N+:15]([O-])([OH:17])=[O:16]>C(O)(=O)C>[CH2:1]([N:3]1[C:13]2[CH2:12][CH2:11][CH2:10][CH2:9][C:8]=2[C:7]([OH:14])=[C:6]([N+:15]([O-:17])=[O:16])[C:4]1=[O:5])[CH3:2]. Reported procedure: A suspension of 1-ethyl-4-hydroxy-5,6,7,8-tetrahydrocarbostyril (1.74 g; 0.009 mole) in glacial acetic acid (10 ml) was solubilised with concentrated nitric acid (2.5 ml; d 1.42) and the mixture heated for a few minutes at 100° C. After cooling and dilution with water a yellow crystalline solid separated. On recrystallisation from ethanol it had m.p. 152° - 154° C (d). The reactants are BrC=1C(=CC2=C(C=3N(CCO2)C=C(N3)C(=O)N)C1)F (10-bromo-9-fluoro-5,6-dihydrobenzo[f]imidazo[1,2-d][1,4]oxazepine-2-carboxamide), N1N=CC(=C1)C(C)(C#C)O (2-(1H-pyrazol-4-yl)but-3-yn-2-ol). Yields the product FC1=CC2=C(C=3N(CCO2)C=C(N3)C(=O)N)C=C1C#CC(C)(C=1C=NNC1)O ((±)-9-fluoro-10-(3-hydroxy-3-(1H-pyrazol-4-yl)but-1-yn-1-yl)-5,6-dihydrobenzo[f]imidazo[1,2-d][1,4]oxazepine-2-carboxamide). Isolated yield 19.0%. RXN SMILES: Br[C:2]1[C:3]([F:19])=[CH:4][C:5]2[O:11][CH2:10][CH2:9][N:8]3[CH:12]=[C:13]([C:15]([NH2:17])=[O:16])[N:14]=[C:7]3[C:6]=2[CH:18]=1.[NH:20]1[CH:24]=[C:23]([C:25]([OH:29])([C:27]#[CH:28])[CH3:26])[CH:22]=[N:21]1>>[F:19][C:3]1[C:2]([C:28]#[C:27][C:25]([OH:29])([C:23]2[CH:24]=[N:20][NH:21][CH:22]=2)[CH3:26])=[CH:18][C:6]2[C:7]3[N:8]([CH:12]=[C:13]([C:15]([NH2:17])=[O:16])[N:14]=3)[CH2:9][CH2:10][O:11][C:5]=2[CH:4]=1. Procedure: Similar to as described in General Procedure G, 10-bromo-9-fluoro-5,6-dihydrobenzo[f]imidazo[1,2-d][1,4]oxazepine-2-carboxamide was reacted with 2-(1H-pyrazol-4-yl)but-3-yn-2-ol to give the titled compound as an off-white solid (46.3 mg, 19%). Procedure details: Combine 10.1 g (0.1 mole) 5-amino-1,2,3-thiadiazole, 75 ml of tetrahydrofurane and 11.5 ml (0.106 mole) of phenyl isocyanate. Further add 0.1 ml of triethylamine as catalyst. After standing overnight, the first crystals will have precipitated. The solvent is removed by evaporation under vacuum, and the residue is recrystallized from isopropanol. As a reaction SMILES: [NH2:1][C:2]1[S:6][N:5]=[N:4][CH:3]=1.[C:7]1([N:13]=[C:14]=[O:15])[CH:12]=[CH:11][CH:10]=[CH:9][CH:8]=1>C(N(CC)CC)C.O1CCCC1>[C:7]1([NH:13][C:14]([NH:1][C:2]2[S:6][N:5]=[N:4][CH:3]=2)=[O:15])[CH:12]=[CH:11][CH:10]=[CH:9][CH:8]=1. Conditions: time 8 hour. Solvent: O1CCCC1 (tetrahydrofurane). Product: C1(=CC=CC=C1)NC(=O)NC1=CN=NS1 (N-phenyl-N'-1,2,3-thiadiazole-5-yl Urea). Reagents/catalysts: C(C)N(CC)CC (triethylamine). Reactants: NC1=CN=NS1 (5-amino-1,2,3-thiadiazole), C1(=CC=CC=C1)N=C=O (phenyl isocyanate).